This data is from the Open Reaction Database (ORD), a public repository of structured organic reaction records. The task is: describe an organic reaction: reactants, conditions, products, and yield The reactants are CS(=O)(=N)C1=C(C=C(C(=C1)OC)OC)NC(=O)N1CCCC1 (S-methyl-S-[2-(pyrrolidinylcarbonylamino)-4,5-dimethoxyphenyl]sulfoximine), BrC1=CC=CC=C1 (bromobenzene). Product: COC=1C(=CC2=C(NC(NS2(C)=O)=O)C1)OC (6,7-dimethoxy-1-methyl-1H-1,2,4-benzothiadiazine-3(4H)-one-1-oxide). As a reaction SMILES: [CH3:1][S:2]([C:5]1[CH:10]=[C:9]([O:11][CH3:12])[C:8]([O:13][CH3:14])=[CH:7][C:6]=1[NH:15][C:16]([N:18]1CCCC1)=[O:17])(=N)=[O:3].BrC1C=CC=CC=1>>[CH3:14][O:13][C:8]1[C:9]([O:11][CH3:12])=[CH:10][C:5]2[SH:2](=[O:3])([CH3:1])[NH:18][C:16](=[O:17])[NH:15][C:6]=2[CH:7]=1. Procedure details: A solution was prepared from 42.8 g. of S-methyl-S-[2-(pyrrolidinylcarbonylamino)-4,5-dimethoxyphenyl]sulfoximine and 1 l. of bromobenzene. The reaction mixture was heated to reflux temperature for three hours, and was then cooled and filtered. The filter cake was dissolved in 700 ml. of chloroform. The chloroform solution was cooled and 6,7-dimethoxy-1-methyl-1H-1,2,4-benzothiadiazine-3(4H)-one-1-oxide formed in the above reaction crystallized therefrom. The crystalline material melted at 326°-... Reactants: Cl (HCl), C(C=C)C1(C2=C(CCC3=C1C=CC=C3)C=CC=C2)C=COC2OCCCC2 (10,11-dihydro-5-(2-propenyl)-5H-dibenzo[a,d]cyclohepten-5-yl-(2-tetrahydropyranyloxy-ethene)), C(=O)(O)[O-].[Na+] (NaHCO3). The solvent is C1CCOC1 (THF). Yields the product C(C=C)C1(C2=C(CCC3=C1C=CC=C3)C=CC=C2)CC=O (2-[10,11 -dihydro-5-(2-propenyl)-5H-dibenzo[a,d]cyclohepten-5-yl]ethanal). Isolated yield 89.8%. As a reaction SMILES: [CH2:1]([C:4]1([CH:19]=[CH:20][O:21]C2CCCCO2)[C:10]2[CH:11]=[CH:12][CH:13]=[CH:14][C:9]=2[CH2:8][CH2:7][C:6]2[CH:15]=[CH:16][CH:17]=[CH:18][C:5]1=2)[CH:2]=[CH2:3].Cl.C([O-])(O)=O.[Na+]>C1COCC1>[CH2:1]([C:4]1([CH2:19][CH:20]=[O:21])[C:5]2[CH:18]=[CH:17][CH:16]=[CH:15][C:6]=2[CH2:7][CH2:8][C:9]2[CH:14]=[CH:13][CH:12]=[CH:11][C:10]1=2)[CH:2]=[CH2:3] |f:2.3|. Procedure: Dissolved 10,11-dihydro-5-(2-propenyl)-5H-dibenzo[a,d]cyclohepten-5-yl-(2-tetrahydropyranyloxy-ethene) (4.82 g, 13.37 mmol) in 50 mL of THF. Added 50 mL of 0.2N HCl, and refluxed for 18 hours. Cooled to room temperature, and added 150 mL of saturated NaHCO3. Extracted with ethyl acetate. Washed combined organic extracts with saturated NaCl, dried (MgSO4), filtered, and evaporated. Purified crude product by flash chromatography on silica gel eluting with 10% ethyl acetate-hexane, Combined appropr... Reactants: [N+](=O)(O)[O-] (HNO3), COC(=O)C=1N(C2=CC=C(C=C2C1)OC)C (5-Methoxy-1-methylindole-2-carboxylic acid methyl ester). Solvent: CC(=O)O (AcOH), CC(=O)O (AcOH). Reaction conditions: time 2 hour. Yields the product COC(=O)C=1N(C2=CC=C(C(=C2C1)[N+](=O)[O-])OC)C (5-Methoxy-1-methyl-4-nitroindole-2-carboxylic acid methyl ester). Isolated yield 78.0%. As a reaction SMILES: [N+:1]([O-:4])(O)=[O:2].[CH3:5][O:6][C:7]([C:9]1[N:10]([CH3:20])[C:11]2[C:16]([CH:17]=1)=[CH:15][C:14]([O:18][CH3:19])=[CH:13][CH:12]=2)=[O:8]>CC(O)=O>[CH3:5][O:6][C:7]([C:9]1[N:10]([CH3:20])[C:11]2[C:16]([CH:17]=1)=[C:15]([N+:1]([O-:4])=[O:2])[C:14]([O:18][CH3:19])=[CH:13][CH:12]=2)=[O:8]. Procedure: A solution of concentrated HNO3 (2 mL) in AcOH (9 mL) was added to a solution of 8 (830 mg, 3.79 mmol) in AcOH (54 mL) at 0° C. Following the addition, the reaction mixture was warmed to room temperature and stirred for 2 h. The reaction mixture was poured over ice, filtered and the precipitate washed with H2O. The precipitate was dissolved in CH2Cl2 and filtered through a short column of silica gel to afford 9 (780 mg, 78%) as a yellow solid; Rf=0.53 (50% EtOAc/hexanes); 1H NMR (CDCl3): δ 7.58 ... Reactants: C(=O)[O-].[NH4+] (ammonium formate), COC(=O)C=1SC=CC1NC=O (3-(Formylamino)-2-thiophenecarboxylic acid methyl ester). Run in C(=O)N (formamide). Conditions: temperature 150 celsius, time 12 hour. The product is N1=CNC(C2=C1C=CS2)=O (3H-thieno[3,2-d]pyrimid-4-one). Isolated yield 63.4%. As a reaction SMILES: C([O-])=O.[NH4+:4].C[O:6][C:7]([C:9]1[S:10][CH:11]=[CH:12][C:13]=1[NH:14][CH:15]=O)=O>C(N)=O>[N:14]1[C:13]2[CH:12]=[CH:11][S:10][C:9]=2[C:7](=[O:6])[NH:4][CH:15]=1 |f:0.1|. Reported procedure: To a solution of ammonium formate (9.4 g, 0.15 mol) in formamide (14 mL) at 150° C. was added 3-(formylamino)-2-thiophenecarboxylic acid methyl ester (81, 5.2 g, 28 mmol) as a solid in small portions. The resulting solution was heated at 150° C. for 4 hours and then allowed to stand at room temperature for 12 hours. The precipitate that formed was collected by vacuum filtration to give 3H-thieno[3,2-d]pyrimid-4-one (2.7 g, 63% yield) as white needles. The reactants are ClCCl, COc1c(C)cc(C(=O)Cl)cc1C, [Cl-], O, c1ccc(-c2cc3ccccc3o2)cc1. Yields the product COc1c(C)cc(C(=O)c2c(-c3ccccc3)oc3ccccc23)cc1C. As a reaction SMILES: [CH2:29]([Cl:30])[Cl:31].[CH3:16][c:17]1[cH:18][c:19]([C:20](=[O:21])[Cl:22])[cH:23][c:24]([CH3:28])[c:25]1[O:26][CH3:27].[Cl-:32].[OH2:33].[c:1]1(-[c:7]2[o:8][c:9]3[c:10]([cH:11]2)[cH:12][cH:13][cH:14][cH:15]3)[cH:2][cH:3][cH:4][cH:5][cH:6]1>>[c:1]1(-[c:7]2[o:8][c:9]3[c:10]([c:11]2[C:20]([c:19]2[cH:18][c:17]([CH3:16])[c:25]([O:26][CH3:27])[c:24]([CH3:28])[cH:23]2)=[O:21])[cH:12][cH:13][cH:14][cH:15]3)[cH:2][cH:3][cH:4][cH:5][cH:6]1. Reactants: C(C)(=O)C1=CC=CC=C1 (Acetophenone), C(C)OC(N(C)C)OCC (N,N-dimethylformamide diethyl acetal). Solvent: CN(C)C=O (DMF). Run at temperature 120 celsius, time 20 hour. Product: CN(/C=C/C(=O)C1=CC=CC=C1)C ((E)-3-(dimethylamino)-1-phenylprop-2-en-1-one). Reaction SMILES: [C:1]([C:4]1[CH:9]=[CH:8][CH:7]=[CH:6][CH:5]=1)(=[O:3])[CH3:2].C(O[CH:13](OCC)[N:14]([CH3:16])[CH3:15])C>CN(C=O)C>[CH3:13][N:14]([CH3:16])/[CH:15]=[CH:2]/[C:1]([C:4]1[CH:9]=[CH:8][CH:7]=[CH:6][CH:5]=1)=[O:3]. Procedure details: Acetophenone (1.18 mL) and N,N-dimethylformamide diethyl acetal (1.71 mL) were dissolved in DMF (4 mL) and the resulting mixture was stirred at 120° C. for 20 h. The solvent was removed in vacuo and the residue was crystallized in Et2O. The mother liquors were cooled to 0° C. and precipitation occurred. The solid was filtered off and combined with the first batch to afford (E)-3-(dimethylamino)-1-phenylprop-2-en-1-one (1.02 g of yellow solid). The reactants are C(C)(C)(C)OC(=O)N(CC(=O)O)C(C(NC)=O)OC (N-[(tert-butoxy)carbonyl]-N-[(methoxy)-(methyl)carbamoylmethyl]glycine), C[Mg]Br (methyl magnesium bromide), CCOCC (ether). Run in C1CCOC1 (THF). Conditions: time 1 hour. The product is C(C)(C)(C)OC(=O)N(CC(=O)O)CC(C)=O (N-[(tert-Butoxy)carbonyl]-N-(2-oxopropyl)glycine). As a reaction SMILES: [C:1]([O:5][C:6]([N:8]([CH:13](OC)[C:14](=[O:17])NC)[CH2:9][C:10]([OH:12])=[O:11])=[O:7])([CH3:4])([CH3:3])[CH3:2].[CH3:20][Mg]Br.CCOCC>C1COCC1>[C:1]([O:5][C:6]([N:8]([CH2:13][C:14](=[O:17])[CH3:20])[CH2:9][C:10]([OH:12])=[O:11])=[O:7])([CH3:4])([CH3:3])[CH3:2]. Reported procedure: To a cold (0° C.) solution of N-[(tert-butoxy)carbonyl]-N-[(methoxy)-(methyl)carbamoylmethyl]glycine (1.0 g, 3.6 mmol; Helvetica Chimica Acta 2000, 83 1825), in anhydrous THF (30 mL) under an atmosphere of nitrogen, a solution of methyl magnesium bromide in ether (2.6 mL, 3M, 7.8 mmol) was added. The reaction mixture was stirred at room temperature for 1 h, cooled back to 0° C., quenched with aqueous HCl, and diluted with ether. The organic extract was washed with brine (pH adjusted to ˜4-5 with... The reactants are C(C)(C)(C)OC(=O)N1CCC(CC1)N1C(OC2=C1C=CC=C2)=O (3-(1-t-Butyloxycarbonyl-4-piperidinyl)benzoxazolidin-2-one), Cl (HCl). Solvent: CCOC(=O)C (EtOAc). Yields the product N1CCC(CC1)N1C(OC2=C1C=CC=C2)=O (3-(4-piperidinyl)benzoxazolidin-2-one), solid. The yield is 96.0%. As a reaction SMILES: C(OC([N:8]1[CH2:13][CH2:12][CH:11]([N:14]2[C:18]3[CH:19]=[CH:20][CH:21]=[CH:22][C:17]=3[O:16][C:15]2=[O:23])[CH2:10][CH2:9]1)=O)(C)(C)C.Cl>CCOC(C)=O>[NH:8]1[CH2:9][CH2:10][CH:11]([N:14]2[C:18]3[CH:19]=[CH:20][CH:21]=[CH:22][C:17]=3[O:16][C:15]2=[O:23])[CH2:12][CH2:13]1. Procedure: 3-(1-t-Butyloxycarbonyl-4-piperidinyl)benzoxazolidin-2-one from Step 1 was N-deprotected with HCl in EtOAc using the procedure given in Step 4 of Example 1. The hydrochloride salt of 3-(4-piperidinyl)benzoxazolidin-2-one was obtained as a solid (96% yield). Starting materials: CN(/C=C/C(=O)C1=NN(C=CC1=O)C1=CC(=CC=C1)F)C (3-((E)-3-Dimethylamino-acryloyl)-1-(3-fluoro-phenyl)-1H-pyridazin-4-one), FC=1C=C(C=CC1)NN (3-fluoro-phenylhydrazine). The product is FC=1C=C(C=CC1)N1N=C(C(C=C1)=O)C=1N(N=CC1)C1=CC(=CC=C1)F (1-(3-Fluoro-phenyl)-3-[2-(3-fluoro-phenyl)-2H-pyrazol-3-yl]-1H-pyridazin-4-one). RXN SMILES: C[N:2](C)/[CH:3]=[CH:4]/[C:5]([C:7]1[C:12](=[O:13])[CH:11]=[CH:10][N:9]([C:14]2[CH:19]=[CH:18][CH:17]=[C:16]([F:20])[CH:15]=2)[N:8]=1)=O.[F:22][C:23]1[CH:24]=[C:25]([NH:29]N)[CH:26]=[CH:27][CH:28]=1>>[F:20][C:16]1[CH:15]=[C:14]([N:9]2[CH:10]=[CH:11][C:12](=[O:13])[C:7]([C:5]3[N:29]([C:25]4[CH:26]=[CH:27][CH:28]=[C:23]([F:22])[CH:24]=4)[N:2]=[CH:3][CH:4]=3)=[N:8]2)[CH:19]=[CH:18][CH:17]=1. Procedure: The product was obtained starting from 3-((E)-3-Dimethylamino-acryloyl)-1-(3-fluoro-phenyl)-1H-pyridazin-4-one (A-13) and 3-fluoro-phenylhydrazine according to the method described for example 91. MS: M=351.3 (M+H)+ Reactants: OC1=C(C(=O)C2=CC=CC=C2)C=CC(=C1)OCCCCCCCC (2-hydroxy-4-octoxybenzophenone), OC1=C(C=C(C=C1)C)N1N=C2C(=N1)C=CC=C2 (2-(2'-hydroxy-5'-methylphenyl)benzotriazole), OC1=C(C=C(C=C1C(C)(C)C)C(C)(C)C)N1N=C2C(=N1)C=CC(=C2)Cl (2-(2'-hydroxy-3',5'-di-t-butylphenyl)-5-chlorobenzotriazole), C(C)(C)(C)C1=C(C=CC(=C1)C(C)(C)C)C1=C(C(=O)[O-])C=C(C(=C1C(C)(C)C)O)C(C)(C)C (2,4-di-t-butylphenyl-3,5-di-t-butyl-4-hydroxybenzoate), C(C=1C(O)=CC=CC1)(=O)OC1=CC=CC=C1 (phenyl salicylate), OC1=C(C(=O)C2=CC=CC=C2)C=CC(=C1)O (2,4-dihydroxybenzophenone), OC1=C(C=C(C=C1C(C)(C)C)C)N1N=C2C(=N1)C=CC(=C2)Cl (2-(2'-hydroxy-3'-t-butyl-5'-methylphenyl)-5-chlorobenzotriazole), OC1=C(C=C(C=C1C(C)(C)CC)C(C)(C)CC)N1N=C2C(=N1)C=CC=C2 (2-(2'-hydroxy-3',5'-di-t-amylphenyl)benzotriazole). Product: OC1=C(C(=O)C2=CC=CC=C2)C=CC(=C1)OC (2-hydroxy-4-methoxybenzophenone). Reaction SMILES: [OH:1][C:2]1[CH:15]=[C:14]([O:16][CH2:17]CCCCCCC)[CH:13]=[CH:12][C:3]=1[C:4]([C:6]1[CH:11]=[CH:10][CH:9]=[CH:8][CH:7]=1)=[O:5].OC1C=C(O)C=CC=1C(C1C=CC=CC=1)=O.OC1C(C(C)(C)C)=CC(C)=CC=1N1N=C2C=CC(Cl)=CC2=N1.OC1C(C(C)(C)C)=CC(C(C)(C)C)=CC=1N1N=C2C=CC(Cl)=CC2=N1.OC1C=CC(C)=CC=1N1N=C2C=CC=CC2=N1.OC1C(C(CC)(C)C)=CC(C(CC)(C)C)=CC=1N1N=C2C=CC=CC2=N1.C(OC1C=CC=CC=1)(=O)C1C(=CC=CC=1)O.C(C1C=C(C(C)(C)C)C=CC=1C1C(C(C)(C)C)=C(O)C(C(C)(C)C)=CC=1C([O-])=O)(C)(C)C>>[OH:1][C:2]1[CH:15]=[C:14]([O:16][CH3:17])[CH:13]=[CH:12][C:3]=1[C:4]([C:6]1[CH:11]=[CH:10][CH:9]=[CH:8][CH:7]=1)=[O:5]. Reported procedure: 2-hydroxy-4-octoxybenzophenone: 2,4-dihydroxybenzophenone; 2-(2'-hydroxy-3'-t-butyl-5'-methylphenyl)-5-chlorobenzotriazole; 2-(2'-hydroxy-3',5'-di-t-butylphenyl)-5-chlorobenzotriazole; 2-(2'-hydroxy-5'-methylphenyl)benzotriazole; 2-(2'-hydroxy-3',5'-di-t-amylphenyl)benzotriazole; phenyl salicylate: 2,4-di-t-butylphenyl-3,5-di-t-butyl-4-hydroxybenzoate.